From a dataset of the Open Reaction Database (ORD), a public repository of structured organic reaction records. describe an organic reaction: reactants, conditions, products, and yield Procedure: To a solution of 4-benzyl-6-bromo-3,4-dihydro-1,4-benzoxazepine-5 (2H)-one (4.94 g, 14.9 mmol) in tetrahydrofuran (60 ml) was added 1M borane-tetrahydrofuran solution (61.5 ml, 61.5 mmol), and the mixture was stirred at 80° C. for 2 hr. Under ice-cooling, methanol (140 ml) and sodium hydroxide (13.2 g, 331 mmol) were added, and the mixture was stirred at room temperature for 1 hr. The solvent was evaporated under reduced pressure. The residue was poured into water and the mixture was extracted w... Yields the product C(C1=CC=CC=C1)N1CCOC2=C(C1)C(=CC=C2)Br (4-benzyl-6-bromo-2,3,4,5-tetrahydro-1,4-benzoxazepine). Conditions: temperature 80 celsius, time 2 hour. The solvent is O1CCCC1 (tetrahydrofuran). Reaction SMILES: [CH2:1]([N:8]1[C:14](=O)[C:13]2[C:16]([Br:20])=[CH:17][CH:18]=[CH:19][C:12]=2[O:11][CH2:10][CH2:9]1)[C:2]1[CH:7]=[CH:6][CH:5]=[CH:4][CH:3]=1.B.O1CCCC1.CO.[OH-].[Na+]>O1CCCC1>[CH2:1]([N:8]1[CH2:14][C:13]2[C:16]([Br:20])=[CH:17][CH:18]=[CH:19][C:12]=2[O:11][CH2:10][CH2:9]1)[C:2]1[CH:3]=[CH:4][CH:5]=[CH:6][CH:7]=1 |f:1.2,4.5|. Starting materials: C(C1=CC=CC=C1)N1CCOC2=C(C1=O)C(=CC=C2)Br (4-benzyl-6-bromo-3,4-dihydro-1,4-benzoxazepine-5 (2H)-one), B.O1CCCC1 (borane tetrahydrofuran), CO (methanol), [OH-].[Na+] (sodium hydroxide). The yield is 9.5%. Starting materials: C(CC)N(C1CC=2C(=CC=3C(NC(C3C2)=O)=O)C1)CCC (6-(Dipropylamino)-6,7-dihydrocyclopent[f]isoindole-1,3(2H,5H)-dione), ClCN1N=NC2=C1C=CC=C2 (1-(chloromethyl)-1H-benzotriazole), Cl (HCl). Product: N1(N=NC2=C1C=CC=C2)CN2C(C=1C=C3C(=CC1C2=O)CC(C3)N(CCC)CCC)=O (2-(1H-Benzotriazol-1-ylmethyl)-6-(dipropylamino)-6,7-dihydrocyclopent[f]isoindole-1,3-(2H,5H)-dione). As a reaction SMILES: [CH2:1]([N:4]([CH2:19][CH2:20][CH3:21])[CH:5]1[CH2:18][C:8]2=[CH:9][C:10]3[C:11](=[O:17])[NH:12][C:13](=[O:16])[C:14]=3[CH:15]=[C:7]2[CH2:6]1)[CH2:2][CH3:3].Cl[CH2:23][N:24]1[C:28]2[CH:29]=[CH:30][CH:31]=[CH:32][C:27]=2[N:26]=[N:25]1.Cl>>[N:24]1([CH2:23][N:12]2[C:13](=[O:16])[C:14]3[CH:15]=[C:7]4[CH2:6][CH:5]([N:4]([CH2:1][CH2:2][CH3:3])[CH2:19][CH2:20][CH3:21])[CH2:18][C:8]4=[CH:9][C:10]=3[C:11]2=[O:17])[C:28]2[CH:29]=[CH:30][CH:31]=[CH:32][C:27]=2[N:26]=[N:25]1. Reported procedure: Using procedure 48, 6-(dipropylamino)-6,7-dihydrocyclopent[f]isoindole-1,3(2H,5H)-dione (93, 0.14 g, 0.5 mmol) was treated with 1-(chloromethyl)-1H-benzotriazole (0.08 g, 0.5 mmol). Purification using silica gel, eluting with 3:1 hexane/acetone, afforded a solid that was converted to an HCl salt and recrystallized from hot MeOH/EtOAc to give 98 as a white solid (m.p. 254-256° C.). The reactants are CN(CC#C)C (dimethyl-prop-2-ynyl-amine), BrC=1C=C2CN(C(C2=C(C1)Cl)=O)CC1=CC=C(C=C1)OC(F)(F)F (5-bromo-7-chloro-2-(4-trifluoromethoxy-benzyl)-2,3-dihydro-isoindol-1-one), C(Cl)(Cl)Cl.CO (CHCl3 MeOH). The reagents and catalysts are Cl[Pd]([P](C1=CC=CC=C1)(C2=CC=CC=C2)C3=CC=CC=C3)([P](C4=CC=CC=C4)(C5=CC=CC=C5)C6=CC=CC=C6)Cl (PdCl2(PPh3)2), [Cu]I (CuI). Solvent: C(C)(C)NC(C)C (diisopropyl amine). Reaction conditions: temperature 100 celsius, time 2 hour. The product is ClC=1C=C(C=C2CN(C(C12)=O)CC1=CC=C(C=C1)OC(F)(F)F)C#CCN(C)C (7-chloro-5-(3-dimethylamino-prop-1-ynyl)-2-(4-trifluoromethoxy-benzyl)-2,3-dihydro-isoindol-1-one). Isolated yield 103.0%. Reaction SMILES: [CH3:1][N:2]([CH3:6])[CH2:3][C:4]#[CH:5].Br[C:8]1[CH:9]=[C:10]2[C:14](=[C:15]([Cl:17])[CH:16]=1)[C:13](=[O:18])[N:12]([CH2:19][C:20]1[CH:25]=[CH:24][C:23]([O:26][C:27]([F:30])([F:29])[F:28])=[CH:22][CH:21]=1)[CH2:11]2.C(Cl)(Cl)Cl.CO>C(NC(C)C)(C)C.Cl[Pd](Cl)([P](C1C=CC=CC=1)(C1C=CC=CC=1)C1C=CC=CC=1)[P](C1C=CC=CC=1)(C1C=CC=CC=1)C1C=CC=CC=1.[Cu]I>[Cl:17][C:15]1[CH:16]=[C:8]([C:5]#[C:4][CH2:3][N:2]([CH3:6])[CH3:1])[CH:9]=[C:10]2[C:14]=1[C:13](=[O:18])[N:12]([CH2:19][C:20]1[CH:25]=[CH:24][C:23]([O:26][C:27]([F:30])([F:29])[F:28])=[CH:22][CH:21]=1)[CH2:11]2 |f:2.3,^1:46,65|. Procedure details: A mixture of dimethyl-prop-2-ynyl-amine (0.036 mL, 0.32 mmol), 5-bromo-7-chloro-2-(4-trifluoromethoxy-benzyl)-2,3-dihydro-isoindol-1-one (0.120 g, 0.28 mmol), PdCl2(PPh3)2 (0.011 g, 0.015 mmol), and CuI (0.0028 g, 0.015 mmol) in diisopropyl amine (4 mL) was stirred at 100° C. for 2 h. Workup and silica gel column chromatography using 10:1 CHCl3-MeOH afforded 7-chloro-5-(3-dimethylamino-prop-1-ynyl)-2-(4-trifluoromethoxy-benzyl)-2,3-dihydro-isoindol-1-one (0.122 g, 79%). 1H NMR (300 MHz, CDCl3): ... Reactants: O (water), OC(C)C=1C=C(C(=NC1C)OC)NC(=O)N1CCN(CC1)C1=CC(=CC(=C1)OC)OC (1-{[5-(1-Hydroxyethyl)-2-methoxy-6-methylpyridin-3-yl]aminocarbonyl}-4-(3,5-dimethoxyphenyl)piperazine), CN(C)C1=NC=CC=C1 (dimethylaminopyridine), C(CCC(=O)O)(=O)O (succinic acid). Run in N1=CC=CC=C1 (pyridine). Run at time 5 hour. Yields the product COC=1C=C(C=C(C1)OC)N1CCN(CC1)C(=O)NC=1C=C(C(=NC1OC)C)C(C)OC(CCC(=O)O)=O (4-{1-[5-({[4-(3,5-Dimethoxyphenyl)piperazino]carbonyl}amino)-6-methoxy-2-methylpyridin-3-yl]ethoxy}-4-oxobutanoic acid). Yield: 78.0%. RXN SMILES: [OH:1][CH:2]([C:4]1[CH:5]=[C:6]([NH:13][C:14]([N:16]2[CH2:21][CH2:20][N:19]([C:22]3[CH:27]=[C:26]([O:28][CH3:29])[CH:25]=[C:24]([O:30][CH3:31])[CH:23]=3)[CH2:18][CH2:17]2)=[O:15])[C:7]([O:11][CH3:12])=[N:8][C:9]=1[CH3:10])[CH3:3].CN(C1C=CC=CN=1)C.[C:41](O)(=[O:47])[CH2:42][CH2:43][C:44]([OH:46])=[O:45].O>N1C=CC=CC=1>[CH3:29][O:28][C:26]1[CH:27]=[C:22]([N:19]2[CH2:20][CH2:21][N:16]([C:14]([NH:13][C:6]3[CH:5]=[C:4]([CH:2]([O:1][C:41](=[O:47])[CH2:42][CH2:43][C:44]([OH:46])=[O:45])[CH3:3])[C:9]([CH3:10])=[N:8][C:7]=3[O:11][CH3:12])=[O:15])[CH2:17][CH2:18]2)[CH:23]=[C:24]([O:30][CH3:31])[CH:25]=1. Procedure details: 1-{[5-(1-Hydroxyethyl)-2-methoxy-6-methylpyridin-3-yl]aminocarbonyl}-4-(3,5-dimethoxyphenyl)piperazine(107 mg, 0.25 mmol) and dimethylaminopyridine(3 mg, 0.025 mmol) were dissolved in pyridine and anhydrous succinic acid(50 mg, 0.5 mmol) was added. The mixture was stirred at room temperature for 5 hrs. Distilled water was added into the above mixture. The above solution was extracted with CH2Cl2 and the organic phase washed with 1N-HCl and then concentrated under the reduced pressure to remove t... Reagents/catalysts: [Pd] (Pd/C). As a reaction SMILES: [CH3:1][O:2][C:3](=[O:18])[C:4]1[CH:9]=[CH:8][C:7]([NH:10][CH2:11][CH:12]([CH3:14])[CH3:13])=[C:6]([N+:15]([O-])=O)[CH:5]=1>CO.CCOC(C)=O.[Pd]>[CH3:1][O:2][C:3](=[O:18])[C:4]1[CH:9]=[CH:8][C:7]([NH:10][CH2:11][CH:12]([CH3:13])[CH3:14])=[C:6]([NH2:15])[CH:5]=1 |f:1.2|. The yield is 94.4%. Procedure: 3-Amino-4-isobutylamino-benzoic acid methyl ester (790.0 mg) was prepared by following General Procedure B starting from 4-isobutylamino-3-nitro-benzoic acid methyl ester (950.0 mg) and Pd/C (20% by weight, 190.0 mg) in MeOH:EtOAc (1:1, 10.0 mL). The crude product was used in the next step without further purification. Starting materials: COC(C1=CC(=C(C=C1)NCC(C)C)[N+](=O)[O-])=O (4-isobutylamino-3-nitro-benzoic acid methyl ester). Run in CO.CCOC(=O)C (MeOH EtOAc). Product: COC(C1=CC(=C(C=C1)NCC(C)C)N)=O (3-Amino-4-isobutylamino-benzoic acid methyl ester).